From a dataset of the Open Reaction Database (ORD), a public repository of structured organic reaction records. describe an organic reaction: reactants, conditions, products, and yield The reactants are C(C)(C)(C)SC1=C(C=NC2=CC=C(C=C12)C=O)C#N (4-tert-butylsulfanyl-6-formyl-quinoline-3-carbonitrile), COC=1C=CC(=CC1OC2CCCC2)/C=C\3/C(=O)NC(=N)S3 (pseudothiohydantoin), C(C)(=O)[O-].[Na+] (sodium acetate). Solvent: C(C)(=O)O (acetic acid). Yields the product NC=1S\C(\C(N1)=O)=C/C=1C=C2C(=C(C=NC2=CC1)C#N)SC(C)(C)C (6-[2-amino-4-oxo-4H-thiazol-(5Z)-ylidenemethyl]-4-tert-butylsulfanyl-quinoline-3-carbonitrile). Reaction SMILES: [C:1]([S:5][C:6]1[C:15]2[C:10](=[CH:11][CH:12]=[C:13]([CH:16]=O)[CH:14]=2)[N:9]=[CH:8][C:7]=1[C:18]#[N:19])([CH3:4])([CH3:3])[CH3:2].COC1C=CC(/C=[C:35]2/[C:36]([NH:38][C:39]([S:41]/2)=[NH:40])=[O:37])=CC=1OC1CCCC1.C([O-])(=O)C.[Na+]>C(O)(=O)C>[NH2:40][C:39]1[S:41]/[C:35](=[CH:16]\[C:13]2[CH:14]=[C:15]3[C:10](=[CH:11][CH:12]=2)[N:9]=[CH:8][C:7]([C:18]#[N:19])=[C:6]3[S:5][C:1]([CH3:4])([CH3:3])[CH3:2])/[C:36](=[O:37])[N:38]=1 |f:2.3|. Procedure details: Similar procedure as described in example 38 was used, starting from 4-tert-butylsulfanyl-6-formyl-quinoline-3-carbonitrile (example 39b), pseudothiohydantoin, sodium acetate and acetic acid to give 6-[2-amino-4-oxo-4H-thiazol-(5Z)-ylidenemethyl]-4-tert-butylsulfanyl-quinoline-3-carbonitrile. LC-MS m/e 369 (MH+). Starting materials: Cc1ccccc1, [Cu]I, O=[N+]([O-])c1cc(I)c2occc2c1, OC1CN2CCC1CC2, c1cnc2c(c1)ccc1cccnc12. The product is O=[N+]([O-])c1cc(OC2CN3CCC2CC3)c2occc2c1. As a reaction SMILES: [CH3:39][c:40]1[cH:41][cH:42][cH:43][cH:44][cH:45]1.[Cu:37][I:38].[I:1][c:2]1[cH:3][c:4]([N+:11](=[O:12])[O-:13])[cH:5][c:6]2[cH:7][cH:8][o:9][c:10]12.[N:14]12[CH2:15][CH:16]([OH:22])[CH:17]([CH2:18][CH2:19]1)[CH2:20][CH2:21]2.[cH:23]1[cH:24][c:25]2[cH:26][cH:27][c:28]3[c:29]([c:30]2[n:31][cH:32]1)[n:33][cH:34][cH:35][cH:36]3>>[c:2]1([O:22][CH:16]2[CH2:15][N:14]3[CH2:19][CH2:18][CH:17]2[CH2:20][CH2:21]3)[cH:3][c:4]([N+:11](=[O:12])[O-:13])[cH:5][c:6]2[cH:7][cH:8][o:9][c:10]12. Starting materials: N1(CCCC2=CC=CC=C12)S(=O)(=O)C=1C=C2CC(NC2=CC1)=O (5-(3,4-Dihydro-2H-quinoline-1-sulfonyl)-1,3-dihydro-indol-2-one), N1(CCCC1)CCOC=1C=C2C=C(NC2=CC1)C=O (5-(2-pyrrolidin-1-yl-ethoxy)-1H-indole-2-carbaldehyde). Product: N1(CCCC2=CC=CC=C12)S(=O)(=O)C=1C=C2C(C(NC2=CC1)=O)=CC=1NC2=CC=C(C=C2C1)OCCN1CCCC1 (5-(3,4-Dihydro-2H-quinoline-1-sulfonyl)-3-[5-(2-pyrrolidin-1-yl-ethoxy)-1H-indol-2-ylmethylene]-1,3-dihydro-indol-2-one). As a reaction SMILES: [N:1]1([S:11]([C:14]2[CH:15]=[C:16]3[C:20](=[CH:21][CH:22]=2)[NH:19][C:18](=[O:23])[CH2:17]3)(=[O:13])=[O:12])[C:10]2[C:5](=[CH:6][CH:7]=[CH:8][CH:9]=2)[CH2:4][CH2:3][CH2:2]1.[N:24]1([CH2:29][CH2:30][O:31][C:32]2[CH:33]=[C:34]3[C:38](=[CH:39][CH:40]=2)[NH:37][C:36]([CH:41]=O)=[CH:35]3)[CH2:28][CH2:27][CH2:26][CH2:25]1>>[N:1]1([S:11]([C:14]2[CH:15]=[C:16]3[C:20](=[CH:21][CH:22]=2)[NH:19][C:18](=[O:23])[C:17]3=[CH:41][C:36]2[NH:37][C:38]3[C:34]([CH:35]=2)=[CH:33][C:32]([O:31][CH2:30][CH2:29][N:24]2[CH2:28][CH2:27][CH2:26][CH2:25]2)=[CH:40][CH:39]=3)(=[O:13])=[O:12])[C:10]2[C:5](=[CH:6][CH:7]=[CH:8][CH:9]=2)[CH2:4][CH2:3][CH2:2]1. Procedure: 5-(3,4-Dihydro-2H-quinoline-1-sulfonyl)-1,3-dihydro-indol-2-one was condensed with 5-(2-pyrrolidin-1-yl-ethoxy)-1H-indole-2-carbaldehyde to give the title compound. The reactants are [Br-], COC(C)(C)C, CN(C)C=O, [K+], COc1ccc(CNC2CCN(Cc3ccccc3)CC2)c(N)c1, O. Yields the product COc1ccc2c(c1)NC(=O)N(C1CCN(Cc3ccccc3)CC1)C2. As a reaction SMILES: [Br-:31].[C:33]([O:34][CH3:35])([CH3:36])([CH3:37])[CH3:38].[CH3:25][N:26]([CH:27]=[O:28])[CH3:29].[K+:32].[NH2:1][c:2]1[c:3]([CH2:4][NH:5][CH:6]2[CH2:7][CH2:8][N:9]([CH2:12][c:13]3[cH:14][cH:15][cH:16][cH:17][cH:18]3)[CH2:10][CH2:11]2)[cH:19][cH:20][c:21]([O:23][CH3:24])[cH:22]1.[OH2:30]>>[NH:1]1[c:2]2[c:3]([cH:19][cH:20][c:21]([O:23][CH3:24])[cH:22]2)[CH2:4][N:5]([CH:6]2[CH2:7][CH2:8][N:9]([CH2:12][c:13]3[cH:14][cH:15][cH:16][cH:17][cH:18]3)[CH2:10][CH2:11]2)[C:27]1=[O:28]. The reactants are Br, O=C([O-])[O-], CC1CN(c2ccccn2)CCN1, CN(C)C=O, ClCc1nc2ccccc2[nH]1, [Cs+], [Cs+]. The product is CC1CN(c2ccccn2)CCN1Cc1nc2ccccc2[nH]1. As a reaction SMILES: [BrH:1].[C:26](=[O:27])([O-:28])[O-:29].[CH3:2][CH:3]1[CH2:4][N:5]([c:9]2[n:10][cH:11][cH:12][cH:13][cH:14]2)[CH2:6][CH2:7][NH:8]1.[CH3:32][N:33]([CH3:34])[CH:35]=[O:36].[Cl:15][CH2:16][c:17]1[n:18][c:19]2[c:20]([nH:21]1)[cH:22][cH:23][cH:24][cH:25]2.[Cs+:30].[Cs+:31]>>[CH3:2][CH:3]1[CH2:4][N:5]([c:9]2[n:10][cH:11][cH:12][cH:13][cH:14]2)[CH2:6][CH2:7][N:8]1[CH2:16][c:17]1[n:18][c:19]2[c:20]([nH:21]1)[cH:22][cH:23][cH:24][cH:25]2. Reactants: CC(=O)c1ccccc1, CC[O-], CC(C)(C)[O-], CCO, O=Cc1ccccc1, [K+], [K+], [Na+], [Na+], [OH-], [OH-]. The product is O=C(C=Cc1ccccc1)c1ccccc1. RXN SMILES: [CH3:1][C:2](=[O:3])[c:4]1[cH:5][cH:6][cH:7][cH:8][cH:9]1.[CH3:22][CH2:23][O-:24].[CH3:26][C:27]([CH3:28])([O-:29])[CH3:30].[CH3:32][CH2:33][OH:34].[CH:10](=[O:11])[c:12]1[cH:13][cH:14][cH:15][cH:16][cH:17]1.[K+:21].[K+:31].[Na+:19].[Na+:25].[OH-:18].[OH-:20]>>[CH:1]([C:2](=[O:3])[c:4]1[cH:5][cH:6][cH:7][cH:8][cH:9]1)=[CH:10][c:12]1[cH:13][cH:14][cH:15][cH:16][cH:17]1.